This data is from the Open Reaction Database (ORD), a public repository of structured organic reaction records. The task is: describe an organic reaction: reactants, conditions, products, and yield The reactants are CC1=C(C=CC(=C1)C#CC1=CC=CC=C1)N (2-methyl-4-(phenylethynyl)benzenamine), CC=1OC(C2=C(N1)C=CC=C2)=O (2-methyl-4H-benzo[d][1,3]oxazin-4-one). The solvent is C(C)(=O)O (acetic acid). Yields the product CC1=NC2=CC=CC=C2C(N1C1=C(C=C(C=C1)C#CC1=CC=CC=C1)C)=O (2-methyl-3-(2-methyl-4-(phenylethynyl)phenyl)quinazolin-4(3H)-one). As a reaction SMILES: [CH3:1][C:2]1[CH:7]=[C:6]([C:8]#[C:9][C:10]2[CH:15]=[CH:14][CH:13]=[CH:12][CH:11]=2)[CH:5]=[CH:4][C:3]=1[NH2:16].[CH3:17][C:18]1[O:19][C:20](=O)[C:21]2[CH:27]=[CH:26][CH:25]=[CH:24][C:22]=2[N:23]=1>C(O)(=O)C>[CH3:17][C:18]1[N:16]([C:3]2[CH:4]=[CH:5][C:6]([C:8]#[C:9][C:10]3[CH:11]=[CH:12][CH:13]=[CH:14][CH:15]=3)=[CH:7][C:2]=2[CH3:1])[C:20](=[O:19])[C:21]2[C:22](=[CH:24][CH:25]=[CH:26][CH:27]=2)[N:23]=1. Procedure details: 4-iodo-2-methylbenzenamine 24 (233 mg, 1 mmol) on reaction with ethynyl benzene (25a, 102 mg, 1 mmol) by employing Sonagashira coupling conditions using Pd(PPh3)4 (69.3 mg, 0.06 equiv) as catalyst, CuI (22.8 mg, 0.12 equiv) as cocatalyst, butyl amine (261 mg, 3 equiv) as base and ether as solvent and kept the reaction for 6 h. After completion of the reaction as indicated by TLC and the reaction mixture is extracted into ether (4×25 mL) from the aqueous layer and concentrated in vacuo. The compo... The reactants are [N+](=O)([O-])C1=CC=C(O1)C1=NN(C=C1C=O)C1=CC=CC=C1 (3-(5-nitro-2-furyl)-1-phenylpyrazole-4-carboxaldehyde), N (ammonia). Reagents/catalysts: [O-2].[O-2].[Mn+4] (manganese dioxide). The solvent is C1(=CC=CC=C1)C (toluene). The product is [N+](=O)([O-])C1=CC=C(O1)C1=NN(C=C1C#N)C1=CC=CC=C1 (3-(5-nitro-2-furyl)-1-phenylpyrazole-4-carbonitrile). RXN SMILES: [N+:1]([C:4]1[O:8][C:7]([C:9]2[C:13]([CH:14]=O)=[CH:12][N:11]([C:16]3[CH:21]=[CH:20][CH:19]=[CH:18][CH:17]=3)[N:10]=2)=[CH:6][CH:5]=1)([O-:3])=[O:2].[NH3:22]>[O-2].[O-2].[Mn+4].C1(C)C=CC=CC=1>[N+:1]([C:4]1[O:8][C:7]([C:9]2[C:13]([C:14]#[N:22])=[CH:12][N:11]([C:16]3[CH:21]=[CH:20][CH:19]=[CH:18][CH:17]=3)[N:10]=2)=[CH:6][CH:5]=1)([O-:3])=[O:2] |f:2.3.4|. Procedure: Boil (under reflux) 5 g of 3-(5-nitro-2-furyl)-1-phenylpyrazole-4-carboxaldehyde together with 7.6 g of activated manganese dioxide and 300 ml of toluene with the introduction of ammonia using a water-trap. Filter after 5 hours and then evaporate the filtrate to dryness in vacuo before recrystallizing three times from dimethylformamide and water to obtain 3-(5-nitro-2-furyl)-1-phenylpyrazole-4-carbonitrile [m.p. 190° to 192° C]. Reactants: NCC1(CCCC2=C(C(=CC=C12)OC)OC)O (1-Aminomethyl-5,6-dimethoxy-1-hydroxy-1,2,3,4-tetrahydronaphthalene), B(Br)(Br)Br (BBr3). The product is Br.NCC1=CCCC2=C(C(=CC=C12)O)O (1-aminomethyl-5,6-dihydroxy-3,4-dihydronaphthalene HBr). As a reaction SMILES: [NH2:1][CH2:2][C:3]1(O)[C:12]2[C:7](=[C:8]([O:15]C)[C:9]([O:13]C)=[CH:10][CH:11]=2)[CH2:6][CH2:5][CH2:4]1.B(Br)(Br)[Br:19]>>[BrH:19].[NH2:1][CH2:2][C:3]1[C:12]2[C:7](=[C:8]([OH:15])[C:9]([OH:13])=[CH:10][CH:11]=2)[CH2:6][CH2:5][CH:4]=1 |f:2.3|. Procedure: 1-Aminomethyl-5,6-dimethoxy-1-hydroxy-1,2,3,4-tetrahydronaphthalene is treated with BBr3 according to the method of Example 4 to obtain 1-aminomethyl-5,6-dihydroxy-3,4-dihydronaphthalene HBr identical to that obtained in Example 4. Reactants: COC(=O)c1nccn2c(NC(C)(C)C)c(-c3ccc(C#Cc4ccccc4)s3)nc12, CC(=O)O, CCCCCC, CO, CC#N, ClCCl, [Na+], [OH-]. Yields the product CC(C)(C)Nc1c(-c2ccc(C#Cc3ccccc3)s2)nc2c(C(=O)O)nccn12. As a reaction SMILES: [CH3:1][O:2][C:3](=[O:4])[c:5]1[c:6]2[n:7]([cH:8][cH:9][n:10]1)[c:11]([NH:27][C:28]([CH3:29])([CH3:30])[CH3:31])[c:12](-[c:14]1[s:15][c:16]([C:19]#[C:20][c:21]3[cH:22][cH:23][cH:24][cH:25][cH:26]3)[cH:17][cH:18]1)[n:13]2.[CH3:34][C:35](=[O:36])[OH:37].[CH3:41][CH2:42][CH2:43][CH2:44][CH2:45][CH3:46].[CH3:47][OH:48].[CH3:49][C:50]#[N:51].[Cl:38][CH2:39][Cl:40].[Na+:33].[OH-:32]>>[O:2]=[C:3]([OH:4])[c:5]1[c:6]2[n:7]([cH:8][cH:9][n:10]1)[c:11]([NH:27][C:28]([CH3:29])([CH3:30])[CH3:31])[c:12](-[c:14]1[s:15][c:16]([C:19]#[C:20][c:21]3[cH:22][cH:23][cH:24][cH:25][cH:26]3)[cH:17][cH:18]1)[n:13]2. The reactants are CCOC(C)=O, CCCCc1ncc(C(C)=CC(=O)OCC)n1Cc1ccccc1Cl, CO, Cl. Product: CCCCc1ncc(C(C)=CC(=O)O)n1Cc1ccccc1Cl. Reaction SMILES: [C:29]([O:30][CH2:31][CH3:32])(=[O:33])[CH3:34].[CH2:1]([CH2:2][CH2:3][CH3:4])[c:5]1[n:6]([CH2:18][c:19]2[c:20]([Cl:25])[cH:21][cH:22][cH:23][cH:24]2)[c:7]([C:10](=[CH:11][C:12](=[O:13])[O:14][CH2:15][CH3:16])[CH3:17])[cH:8][n:9]1.[CH3:27][OH:28].[ClH:26]>>[CH2:1]([CH2:2][CH2:3][CH3:4])[c:5]1[n:6]([CH2:18][c:19]2[c:20]([Cl:25])[cH:21][cH:22][cH:23][cH:24]2)[c:7]([C:10](=[CH:11][C:12](=[O:13])[OH:14])[CH3:17])[cH:8][n:9]1. Starting materials: C1=C(C=CC2=CC=CC=C12)O (beta-naphthol), CN(C(=O)OCC)C (dimethyl urethane). Reagents/catalysts: [Cl-].[Cl-].[Zn+2] (ZnCl2). The product is C=1C=CC=2C(C1)=CC=CC2O (naphthol), CN(C(=O)OCC)C1=CC=CC2=CC=CC=C12 (methyl naphthyl urethane). Isolated yield 2.0%. As a reaction SMILES: [CH:1]1[C:10]2[C:5](=[CH:6][CH:7]=[CH:8][CH:9]=2)[CH:4]=[CH:3][C:2]=1O.[CH3:12][N:13]([CH3:19])[C:14]([O:16][CH2:17][CH3:18])=[O:15]>[Cl-].[Cl-].[Zn+2]>[CH:2]1[CH:3]=[CH:4][C:5]2[C:10](=[CH:9][CH:8]=[CH:7][C:6]=2[OH:15])[CH:1]=1.[CH3:12][N:13]([C:19]1[C:10]2[C:5](=[CH:4][CH:3]=[CH:2][CH:1]=2)[CH:6]=[CH:7][CH:8]=1)[C:14]([O:16][CH2:17][CH3:18])=[O:15] |f:2.3.4|. Procedure details: At 150° C. and 100 mm Hg, 14 g of beta-naphthol and 9 g of dimethyl urethane were reacted in the presence of 0.7 g ZnCl2. A conversion of 2% of naphthol to methyl naphthyl urethane was obtained. Starting materials: CO, COC(=O)C1Cc2cc(F)ccc2N1, N. The product is NC(=O)C1Cc2cc(F)ccc2N1. RXN SMILES: [CH3:16][OH:17].[F:2][c:3]1[cH:4][c:5]2[c:9]([cH:10][cH:11]1)[NH:8][CH:7]([C:12]([O:14][CH3:13])=[O:15])[CH2:6]2.[NH3:1]>>[NH2:1][C:12]([CH:7]1[CH2:6][c:5]2[cH:4][c:3]([F:2])[cH:11][cH:10][c:9]2[NH:8]1)=[O:14]. Starting materials: [Cl-].[Al+3].[Cl-].[Cl-] (aluminum chloride), C1(C(=C)CC(=O)O1)=O (itaconic acid anhydride), ice, Cl (HCl), ice water, C(C)C=1OC2=C(C1)C=CC=C2 (2-ethylbenzofuran). Solvent: ClCC(Cl)(Cl)Cl (tetrachloroethane), ClCC(Cl)(Cl)Cl (tetrachloroethane), ice water. Run at time 1 hour. Product: C=C(C(=O)O)CC(C1=C(OC2=C1C=CC=C2)CC)=O (2-methylene-4-oxo-4-(2-ethyl-3-benzofuranyl)butyric acid). RXN SMILES: [Cl-].[Al+3].[Cl-].[Cl-].[C:5]1(=[O:12])[O:11][C:9](=[O:10])[CH2:8][C:6]1=[CH2:7].[CH2:13]([C:15]1[O:16][C:17]2[CH:23]=[CH:22][CH:21]=[CH:20][C:18]=2[CH:19]=1)[CH3:14].Cl>ClCC(Cl)(Cl)Cl>[CH2:7]=[C:6]([CH2:8][C:9](=[O:10])[C:19]1[C:18]2[CH:20]=[CH:21][CH:22]=[CH:23][C:17]=2[O:16][C:15]=1[CH2:13][CH3:14])[C:5]([OH:12])=[O:11] |f:0.1.2.3|. Procedure details: A suspension of 8.0 g of anhydrous aluminum chloride and 3.59 of itaconic acid anhydride in dried tetrachloroethane was stirred for one hour at room temperature. To this solution, 4.39 g of 2-ethylbenzofuran dissolved in 10 ml of tetrachloroethane was added dropwise under cooling by ice-water. And then stirring was continued for 3 hrs. in ice-water and for 12 hrs. at room temperature. The reaction mixture was poured into the mixture of 80 g of ice and 20 ml of conc. HCl, then extracted with ethy... The reactants are NC=1C(=NC(=C(N1)N)Cl)C(=O)N1C=NC=C1 (1-(3,5-diamino-6-chloropyrazinoyl)imidazole), CNCCN (N-methylethylenediamine). Solvent: O1CCCC1 (tetrahydrofuran). Reaction conditions: time 18 hour. Product: NC=1C(=NC(=C(N1)N)Cl)C(=O)NCCNC (3,5-diamino-6-chloro-N-(2-methylaminoethyl)pyrazine-2-carboxamide). Isolated yield 85.0%. Reaction SMILES: [NH2:1][C:2]1[C:3]([C:10]([N:12]2[CH:16]=[CH:15][N:14]=[CH:13]2)=[O:11])=[N:4][C:5]([Cl:9])=[C:6]([NH2:8])[N:7]=1.CNCCN>O1CCCC1>[NH2:1][C:2]1[C:3]([C:10]([NH:12][CH2:16][CH2:15][NH:14][CH3:13])=[O:11])=[N:4][C:5]([Cl:9])=[C:6]([NH2:8])[N:7]=1. Reported procedure: A mixture of 24.0 g (100.0 mmol) of 1-(3,5-diamino-6-chloropyrazinoyl)imidazole (see U.S. Pat. No. 4,029,816 as an example of how to obtain this material) and 13.6l g (183.5 mmol) of N-methylethylenediamine in 100 ml of tetrahydrofuran was stirred at ambient temperature for 18 hours. The reaction mixture was filtered and evaporated. The residue was crystallized from 2-propanol to give 20.8 g (85.0 mmol, 85%) of 3,5-diamino-6-chloro-N-(2-methylaminoethyl)pyrazine-2-carboxamide; mp 142.5°-143° C. Reactants: CSC1c2ccccc2COc2ccc(C(=O)O)cc21, CC(=O)O, OO. Yields the product CS(=O)C1c2ccccc2COc2ccc(C(=O)O)cc21. As a reaction SMILES: [CH3:1][S:2][CH:3]1[c:4]2[c:5]([cH:14][cH:15][c:16]([C:18](=[O:19])[OH:20])[cH:17]2)[O:6][CH2:7][c:8]2[c:9]1[cH:10][cH:11][cH:12][cH:13]2.[CH3:23][C:24](=[O:25])[OH:26].[OH:21][OH:22]>>[CH3:1][S:2]([CH:3]1[c:4]2[c:5]([cH:14][cH:15][c:16]([C:18](=[O:19])[OH:20])[cH:17]2)[O:6][CH2:7][c:8]2[c:9]1[cH:10][cH:11][cH:12][cH:13]2)=[O:21].